This data is from the Open Reaction Database (ORD), a public repository of structured organic reaction records. The task is: describe an organic reaction: reactants, conditions, products, and yield Starting materials: BrCC1=C(C=CC2=CC(=CC=C12)C(C(C)C)(C=1N=CNC1)O)C(=O)OC (methyl 1-bromomethyl-6-[1-hydroxy-2-methyl-1-(1-H-imidazol-4-yl)propyl]-2-naphthoate), CN(N)C (1,1-dimethylhydrazine). The product is CN(N1C(C=2C=CC3=C(C2C1)C=CC(=C3)C(C(C)C)(C=3N=CNC3)O)=O)C (2-(dimethylamino)-7-[1-hydroxy-1-(1H-imidazol-4-yl)-2-methylpropyl]-1,2-dihydro-3H-benzo[e]isoindol-3-one). RXN SMILES: Br[CH2:2][C:3]1[C:12]2[C:7](=[CH:8][C:9]([C:13]([OH:22])([C:17]3[N:18]=[CH:19][NH:20][CH:21]=3)[CH:14]([CH3:16])[CH3:15])=[CH:10][CH:11]=2)[CH:6]=[CH:5][C:4]=1[C:23]([O:25]C)=O.[CH3:27][N:28]([CH3:30])[NH2:29]>>[CH3:27][N:28]([CH3:30])[N:29]1[CH2:2][C:3]2[C:12]3[CH:11]=[CH:10][C:9]([C:13]([OH:22])([C:17]4[N:18]=[CH:19][NH:20][CH:21]=4)[CH:14]([CH3:16])[CH3:15])=[CH:8][C:7]=3[CH:6]=[CH:5][C:4]=2[C:23]1=[O:25]. Procedure: By a ring closure reaction, a detritylation reaction and purification in the same manner as in Example 1 using methyl 1-bromomethyl-6-[1-hydroxy-2-methyl-1-(1-H-imidazol-4-yl)propyl]-2-naphthoate (0.66 g) and 1,1-dimethylhydrazine (1.0 ml), the title compound (0.18 g) was obtained as a colorless amorphous solid.